Task: describe an organic reaction: reactants, conditions, products, and yield. Dataset: the Open Reaction Database (ORD), a public repository of structured organic reaction records The reactants are [N+](=O)(O)[O-] (nitric acid), [N+](=O)(O)[O-] (nitric acid), COC(C1=CC(=C(C=C1)O)C)=O (4-hydroxy-3-methyl-benzoic acid methyl ester). Run in C(C)OCC (diethyl ether). Conditions: time 16 hour. The product is OC1=C(C=C(C(=O)O)C=C1[N+](=O)[O-])C (4-hydroxy-3-methyl-5-nitro-benzoic acid). Yield: 106.4%. RXN SMILES: [N+:1]([O-:4])(O)=[O:2].C[O:6][C:7](=[O:16])[C:8]1[CH:13]=[CH:12][C:11]([OH:14])=[C:10]([CH3:15])[CH:9]=1>C(OCC)C>[OH:14][C:11]1[C:12]([N+:1]([O-:4])=[O:2])=[CH:13][C:8]([C:7]([OH:16])=[O:6])=[CH:9][C:10]=1[CH3:15]. Procedure: 65% aq. nitric acid solution (2.7 mL, 60 mmol) and fuming nitric acid (2.5 mL, 60 mmol) were added at −10° C. to a solution of 4-hydroxy-3-methyl-benzoic acid methyl ester (4.97 g, 29.9 mmol) in diethyl ether (60 mL). The ice bath was removed and the reaction mixture was stirred at room temperature for 16 h, then partitioned between water and ethyl acetate. The organic layer was washed with brine, dried (MgSO4), and evaporated to afford 4-hydroxy-3-methyl-5-nitro-benzoic acid (6.27 g, 99%). Yell... Reaction SMILES: [CH3:1][N:2]1[CH2:7][CH2:6][N:5]([C:8]([C:10]2[CH:15]=[CH:14][C:13]([C:16]3[CH:17]=[N:18][CH:19]=[C:20]([C:22]4[C:23]5[CH:37]=[CH:36][NH:35][C:24]=5[N:25]=[C:26]([C:28]5[CH:33]=[CH:32][CH:31]=[C:30](C)[N:29]=5)[N:27]=4)[CH:21]=3)=[CH:12][CH:11]=2)=[O:9])[CH2:4][CH2:3]1.BrC1C=C(C2C3C=CNC=3N=C(C3C=CC=CN=3)N=2)C=NC=1>>[CH3:1][N:2]1[CH2:7][CH2:6][N:5]([C:8]([C:10]2[CH:11]=[CH:12][C:13]([C:16]3[CH:17]=[N:18][CH:19]=[C:20]([C:22]4[C:23]5[CH:37]=[CH:36][NH:35][C:24]=5[N:25]=[C:26]([C:28]5[CH:33]=[CH:32][CH:31]=[CH:30][N:29]=5)[N:27]=4)[CH:21]=3)=[CH:14][CH:15]=2)=[O:9])[CH2:4][CH2:3]1. Yields the product CN1CCN(CC1)C(=O)C1=CC=C(C=C1)C=1C=NC=C(C1)C=1C2=C(N=C(N1)C1=NC=CC=C1)NC=C2 ((4-Methyl-piperazin-1-yl)-{4-[5-(2-pyridin-2-yl-7H-pyrrolo[2,3-d]pyrimidin-4-yl)-pyridin-3-yl]-phenyl}-methanone). Procedure details: (4-Methyl-piperazin-1-yl)-{4-[5-(2-pyridin-2-yl-7H-pyrrolo[2,3-d]pyrimidin-4-yl)-pyridin-3-yl]-phenyl}-methanone is prepared by an analogous method to that for (4-methyl-piperazin-1-yl)-(4-{5-[2-(6-methyl-pyridin-2-yl)-7H-pyrrolo[2,3-d]pyrimidin-4-yl]-pyridin-3-yl}-phenyl)-methanone (Example 9) by replacing 4-(5-bromo-pyridin-3-yl)-2-(6-methyl-pyridin-2-yl)-7H-pyrrolo[2,3-d]pyrimidine (Example 16) with 4-(5-bromo-pyridin-3-yl)-2-pyridin-2-yl-7H-pyrrolo[2,3-d]pyrimidine (Example 44). The reactants are CN1CCN(CC1)C(=O)C1=CC=C(C=C1)C=1C=NC=C(C1)C=1C2=C(N=C(N1)C1=NC(=CC=C1)C)NC=C2 ((4-methyl-piperazin-1-yl)-(4-{5-[2-(6-methyl-pyridin-2-yl)-7H-pyrrolo[2,3-d]pyrimidin-4-yl]-pyridin-3-yl}-phenyl)-methanone), BrC=1C=C(C=NC1)C=1C2=C(N=C(N1)C1=NC=CC=C1)NC=C2 (4-(5-Bromo-pyridin-3-yl)-2-pyridin-2-yl-7H-pyrrolo[2,3-d]pyrimidine). Product: N#Cc1ccc(N2C(=O)C3(CCC3)N(c3ccc(CC(=O)O)cc3)C2=S)cc1C(F)(F)F. The reactants are COC(=O)Cc1ccc(N2C(=S)N(c3ccc(C#N)c(C(F)(F)F)c3)C(=O)C23CCC3)cc1, CO, [Na+], [OH-]. As a reaction SMILES: [CH3:1][O:2][C:3]([CH2:4][c:5]1[cH:6][cH:7][c:8]([N:11]2[C:12]3([CH2:13][CH2:14][CH2:15]3)[C:16](=[O:32])[N:17]([c:20]3[cH:21][c:22]([C:28]([F:29])([F:30])[F:31])[c:23]([C:26]#[N:27])[cH:24][cH:25]3)[C:18]2=[S:19])[cH:9][cH:10]1)=[O:33].[CH3:36][OH:37].[Na+:35].[OH-:34]>>[O:2]=[C:3]([CH2:4][c:5]1[cH:6][cH:7][c:8]([N:11]2[C:12]3([CH2:13][CH2:14][CH2:15]3)[C:16](=[O:32])[N:17]([c:20]3[cH:21][c:22]([C:28]([F:29])([F:30])[F:31])[c:23]([C:26]#[N:27])[cH:24][cH:25]3)[C:18]2=[S:19])[cH:9][cH:10]1)[OH:33]. Conditions: temperature 100 celsius, time 30 minute. Yields the product C(C)(=O)C1(CCN(CC1)C(=O)OCC=C)O (4-acetyl-1-allyloxycarbonyl-4-hydroxypiperidine). Procedure details: 1,4-Diacetyl-4-hydroxypiperidine (0.2 g) was dissolved in 1N hydrochloric acid (4 ml) and the solution was heated at 100° C. for 15 hours. After cooling to 0° C., the reaction mixture was diluted with a mixture of tetrahydrofuran (10 ml) and water (10 ml). To the mixture was added dropwise at 0° C. a solution of allyl chloroformate (0.15 ml) in tetrahydrofuran (2 ml) while adjusting pH to around 10 with aqueous potassium hydride. After stirring at 0° C. for 30 minutes, the reaction mixture was d... Solvent: O1CCCC1 (tetrahydrofuran), O1CCCC1 (tetrahydrofuran), O (water), C(C)(=O)OCC (ethyl acetate), O (water), Cl (hydrochloric acid). Reactants: ClC(=O)OCC=C (allyl chloroformate), C(C)(=O)N1CCC(CC1)(O)C(C)=O (1,4-Diacetyl-4-hydroxypiperidine), [H-].[K+] (potassium hydride). Reaction SMILES: [C:1]([N:4]1[CH2:9][CH2:8][C:7]([C:11](=[O:13])[CH3:12])([OH:10])[CH2:6][CH2:5]1)(=[O:3])C.ClC([O:17][CH2:18][CH:19]=[CH2:20])=O.[H-].[K+]>Cl.O1CCCC1.O.C(OCC)(=O)C>[C:11]([C:7]1([OH:10])[CH2:8][CH2:9][N:4]([C:1]([O:17][CH2:18][CH:19]=[CH2:20])=[O:3])[CH2:5][CH2:6]1)(=[O:13])[CH3:12] |f:2.3|. Yields the product N(C1=CC=CC=C1)/C(/C(=O)OC)=C\C(=O)OC (dimethyl anilinofumarate). Reactants: NC1=CC=CC=C1 (aniline), C(#CC(=O)OC)C(=O)OC (dimethyl acetylenedicarboxylate). Run in CO (methanol). Reaction SMILES: [NH2:1][C:2]1[CH:7]=[CH:6][CH:5]=[CH:4][CH:3]=1.[C:8]([C:14]([O:16][CH3:17])=[O:15])#[C:9][C:10]([O:12][CH3:13])=[O:11]>CO>[NH:1](/[C:9](=[CH:8]\[C:14]([O:16][CH3:17])=[O:15])/[C:10]([O:12][CH3:13])=[O:11])[C:2]1[CH:7]=[CH:6][CH:5]=[CH:4][CH:3]=1. Reported procedure: Purified aniline (15.0 g, 0.16 mole) was reacted with dimethyl acetylenedicarboxylate (19.8 ml, 0.15 mole) in 400 ml methanol according to the procedure of Heindel, et al., J. Het. Chem. 1966, 3, 222. The reaction was refluxed for 18 hours, then worked up by evaporating the solvent, dissolving the residue in ether, and washing consecutively with 0.5 N HCl, H2O, and sat. NaCl. The organic layer was dried over MgSO4 and concentrated. The crude product was purified by flash chromatography on silica... The reactants are [H-].[Na+] (sodium hydride), BrCCCC#N (4-Bromobutyronitrile), O (water), ClC=1C=C(C=CC1)C1(C(NC2=CC=CC=C12)=O)O (3-(m-Chlorophenyl)-3-hydroxy-2-indolinone). The solvent is CN(C=O)C (dimethylformamide), C(C)O (ethanol), C1(=CC=CC=C1)C (toluene), CN(C=O)C (dimethylformamide). Run at time 1 hour. Product: ClC=1C=C(C=CC1)C1(C(N(C2=CC=CC=C12)CCCC#N)=O)O (3-(m-Chlorophenyl)-3-hydroxy-2-oxo-1-indolinebutyronitrile). As a reaction SMILES: [Cl:1][C:2]1[CH:3]=[C:4]([C:8]2([OH:18])[C:16]3[C:11](=[CH:12][CH:13]=[CH:14][CH:15]=3)[NH:10][C:9]2=[O:17])[CH:5]=[CH:6][CH:7]=1.[H-].[Na+].Br[CH2:22][CH2:23][CH2:24][C:25]#[N:26].O>CN(C)C=O.C1(C)C=CC=CC=1.C(O)C>[Cl:1][C:2]1[CH:3]=[C:4]([C:8]2([OH:18])[C:16]3[C:11](=[CH:12][CH:13]=[CH:14][CH:15]=3)[N:10]([CH2:22][CH2:23][CH2:24][C:25]#[N:26])[C:9]2=[O:17])[CH:5]=[CH:6][CH:7]=1 |f:1.2|. Procedure: 3-(m-Chlorophenyl)-3-hydroxy-2-indolinone (31.2g) in dry dimethylformamide (120 ml.) was added dropwise with stirring under nitrogen to a suspension of sodium hydride (5.2g of a 60% dispersion in oil) in dry dimethylformamide (120ml.) while keeping the temperature at 10°C. The reaction was then left stirring at room temperature for 1 hour. 4-Bromobutyronitrile (18.6g.) in dry toluene (120 ml.) was added dropwise and the mixture stirred for 36 hours. The reaction mixture was poured into water and...